Dataset: the Open Reaction Database (ORD), a public repository of structured organic reaction records. Task: describe an organic reaction: reactants, conditions, products, and yield The solvent is 4-N, C(C)(=O)O (acetic acid). Reactants: CCOCC (ether), C(C)NC([C@@H](NC(=O)OCC1=CC=CC=C1)C)=O (N-benzyloxycarbonyl-L-alanine ethylamide), Br (hydrobromic acid). Reaction SMILES: [CH2:1]([NH:3][C:4](=[O:18])[C@H:5]([CH3:17])[NH:6]C(OCC1C=CC=CC=1)=O)[CH3:2].[BrH:19].CCOCC>C(O)(=O)C>[BrH:19].[CH2:1]([NH:3][C:4](=[O:18])[C@H:5]([CH3:17])[NH2:6])[CH3:2] |f:4.5|. The product is Br.C(C)NC([C@@H](N)C)=O (L-alanine ethylamide hydrobromide). Procedure: 10 g (0.04 mol) of N-benzyloxycarbonyl-L-alanine ethylamide were stirred for 1 hour in 50 ml of 4-N hydrobromic acid in acetic acid. To the solution were added 300 ml of dry ether and, after stirring for a few minutes, the white solid was allowed to settle and the ether decanted from the solid. The yield of L-alanine ethylamide hydrobromide obtained was 8.0 g (96.6%).